From a dataset of the Open Reaction Database (ORD), a public repository of structured organic reaction records. describe an organic reaction: reactants, conditions, products, and yield Starting materials: residue, C1(=CC=CC=C1)P(C1=CC=CC=C1)C1=CC=CC=C1 (triphenylphosphine), N(=NC(=O)OCC)C(=O)OCC (diethyl azodicarboxylate), C(C1=CC=CC=C1)N1[C@@]2([C@@H](CC[C@H]1[C@@](C2)(C2=NN=NN2COCCOC)F)OCC2=CC(=CC(=C2)C(F)(F)F)C(F)(F)F)C2=CC=CC=C2 ((1R*,2R*,5S*,6S*)-8-Benzyl-2-{[3,5-bis(trifluoromethyl)phenyl]methoxy}-6-fluoro-6-[1-(2-methoxyethoxymethyl)-1H-tetrazol-5-yl]-1-phenyl-8-azabicyclo[3.2.1]octane), solution, Cl (hydrogen chloride). The solvent is CO (methanol), ClCCl (dichloromethane), CCOCC (ether), CO (methanol). Yields the product C(C1=CC=CC=C1)N1[C@@]2([C@@H](CC[C@H]1[C@@](C2)(C=2N=NN(N2)C)F)OCC2=CC(=CC(=C2)C(F)(F)F)C(F)(F)F)C2=CC=CC=C2 ((1R*,2R*,5S*,6S*)-8-benzyl-2-{[3,5-bis(trifluoromethyl)phenyl]methoxy}-6-fluoro-6-(2-methyl-2H-tetrazol-5-yl)-1-phenyl-8-azabicyclo[3.2.1]octane). RXN SMILES: [CH2:1]([N:8]1[C@@H:13]2[C@:14]([F:27])([C:16]3[N:20](COCCOC)[N:19]=[N:18][N:17]=3)[CH2:15][C@@:9]1([C:44]1[CH:49]=[CH:48][CH:47]=[CH:46][CH:45]=1)[C@H:10]([O:28][CH2:29][C:30]1[CH:35]=[C:34]([C:36]([F:39])([F:38])[F:37])[CH:33]=[C:32]([C:40]([F:43])([F:42])[F:41])[CH:31]=1)[CH2:11][CH2:12]2)[C:2]1[CH:7]=[CH:6][CH:5]=[CH:4][CH:3]=1.Cl.[C:51]1(P(C2C=CC=CC=2)C2C=CC=CC=2)C=CC=CC=1.N(C(OCC)=O)=NC(OCC)=O>CCOCC.CO.ClCCl>[CH2:1]([N:8]1[C@@H:13]2[C@:14]([F:27])([C:16]3[N:17]=[N:18][N:19]([CH3:51])[N:20]=3)[CH2:15][C@@:9]1([C:44]1[CH:45]=[CH:46][CH:47]=[CH:48][CH:49]=1)[C@H:10]([O:28][CH2:29][C:30]1[CH:35]=[C:34]([C:36]([F:38])([F:39])[F:37])[CH:33]=[C:32]([C:40]([F:42])([F:43])[F:41])[CH:31]=1)[CH2:11][CH2:12]2)[C:2]1[CH:3]=[CH:4][CH:5]=[CH:6][CH:7]=1. Reported procedure: A mixture of (1R*,2R*,5S*,6S*)-8-benzyl-2-{[3,5-bis(trifluoromethyl)phenyl]-methoxy}-6-fluoro-6-[1-(2-methoxyethoxymethyl)-1H-tetrazol-5-yl]-1-phenyl-8-azabicyclo[3.2.1]octane (Example 172; 150 mg, 0.22 mmol), 1M solution of hydrogen chloride in ether (3 ml) and methanol (3 ml) was stirred at reflux for 9 hours. The reaction mixture was concentrated. The residue (170 mg) was treated with dichloromethane (3 ml), methanol (0.5 ml), triphenylphosphine (220 mg, 0.83 mmol) and diethyl azodicarboxylat...